From a dataset of the Open Reaction Database (ORD), a public repository of structured organic reaction records. describe an organic reaction: reactants, conditions, products, and yield The reactants are O=C(OC(Cl)(Cl)Cl)Cl (diphosgene), C1(=CC=CC=C1)C.O1CCCC1 (toluene tetrahydrofuran), FC1=C(C=CC(=C1)I)NC([C@H](CC(C)(C)C)NC([C@@H](C1=CC=C(C=C1)OCCOC(C)(C)C)N)=O)=O ((S)-2-{(R)-2-amino-2-[4-(2-tert-butoxy-ethoxy)-phenyl]-acetylamino}4,4-dimethyl-pentanoic acid (2-fluoro-4-iodo-phenyl)-amide), C(C)(C)N(C(C)C)CC (N,N-diisopropylethylamine). Run in O1CCCC1 (tetrahydrofuran), O (water). Conditions: time 10 minute. Product: FC1=C(C=CC(=C1)I)NC([C@H](CC(C)(C)C)N1C(N[C@@H](C1=O)C1=CC=C(C=C1)OCCOC(C)(C)C)=O)=O ((S)-2-{(R)-4-[4-(2-tert-butoxyethoxy)-phenyl]-2,5-dioxo-imidazolidin-1-yl}4,4-dimethylpentanoic acid (2-fluoro-4-iodo-phenyl)-amide). Yield: 135.7%. Reaction SMILES: [O:1]=[C:2](Cl)OC(Cl)(Cl)Cl.C1(C)C=CC=CC=1.O1CCCC1.[F:21][C:22]1[CH:27]=[C:26]([I:28])[CH:25]=[CH:24][C:23]=1[NH:29][C:30](=[O:56])[C@@H:31]([NH:37][C:38](=[O:55])[C@H:39]([NH2:54])[C:40]1[CH:45]=[CH:44][C:43]([O:46][CH2:47][CH2:48][O:49][C:50]([CH3:53])([CH3:52])[CH3:51])=[CH:42][CH:41]=1)[CH2:32][C:33]([CH3:36])([CH3:35])[CH3:34].C(N(CC)C(C)C)(C)C>O1CCCC1.O>[F:21][C:22]1[CH:27]=[C:26]([I:28])[CH:25]=[CH:24][C:23]=1[NH:29][C:30](=[O:56])[C@@H:31]([N:37]1[C:38](=[O:55])[C@@H:39]([C:40]2[CH:41]=[CH:42][C:43]([O:46][CH2:47][CH2:48][O:49][C:50]([CH3:53])([CH3:52])[CH3:51])=[CH:44][CH:45]=2)[NH:54][C:2]1=[O:1])[CH2:32][C:33]([CH3:36])([CH3:35])[CH3:34] |f:1.2|. Procedure details: To a solution of diphosgene (41 μL, 0.34 mmol) in 1:1 v/v toluene/tetrahydrofuran (18 mL total) at −35° C. under an atmosphere of dry argon was added a solution of (S)-2-{(R)-2-amino-2-[4-(2-tert-butoxy-ethoxy)-phenyl]-acetylamino}4,4-dimethyl-pentanoic acid (2-fluoro-4-iodo-phenyl)-amide (300 mg, 0.49 mmol) and N,N-diisopropylethylamine (260 μL, 1.47 mmol) in tetrahydrofuran (9 mL) dropwise with stirring over 10 minutes. After an additional 45 minutes ice was added and the reaction mixture stir... Reactants: BrCC#N (bromoacetonitrile), ClC1=C(C=CC=C1)C1=C2CNC(N(C2=CC(=C1)C(C)(C)O)C1=C(C=CC=C1Cl)Cl)=O (5-(2-chlorophenyl)-1-(2,6-dichlorophenyl)-7-(1-hydroxy-1-methylethyl)-3,4-dihydroquinazolin-2(1H)-one), S(O)(O)(=O)=O (sulfuric acid). Run in C(C)(=O)O (acetic acid). Run at time 8 hour. The product is BrCC(=O)NC(C)(C)C1=CC(=C2CNC(N(C2=C1)C1=C(C=CC=C1Cl)Cl)=O)C1=C(C=CC=C1)Cl (2-bromo-N-{1-[5-(2-chlorophenyl)-1-(2,6-dichlorophenyl)-2-oxo-1,2,3,4-tetrahydroquinazolin-7-yl]-1-methylethyl}acetamide). RXN SMILES: [Cl:1][C:2]1[CH:7]=[CH:6][CH:5]=[CH:4][C:3]=1[C:8]1[CH:17]=[C:16]([C:18](O)([CH3:20])[CH3:19])[CH:15]=[C:14]2[C:9]=1[CH2:10][NH:11][C:12](=[O:30])[N:13]2[C:22]1[C:27]([Cl:28])=[CH:26][CH:25]=[CH:24][C:23]=1[Cl:29].[Br:31][CH2:32][C:33]#[N:34].S(=O)(=O)(O)[OH:36]>C(O)(=O)C>[Br:31][CH2:32][C:33]([NH:34][C:18]([C:16]1[CH:15]=[C:14]2[C:9]([CH2:10][NH:11][C:12](=[O:30])[N:13]2[C:22]2[C:23]([Cl:29])=[CH:24][CH:25]=[CH:26][C:27]=2[Cl:28])=[C:8]([C:3]2[CH:4]=[CH:5][CH:6]=[CH:7][C:2]=2[Cl:1])[CH:17]=1)([CH3:19])[CH3:20])=[O:36]. Procedure: To a stirred suspension of 5-(2-chlorophenyl)-1-(2,6-dichlorophenyl)-7-(1-hydroxy-1-methylethyl)-3,4-dihydroquinazolin-2(1H)-one (460 mg) in acetic acid (0.4 mL) was added bromoacetonitrile (0.1 mL). To this mixture was added concentrated sulfuric acid (0.2 mL) and the resulting solution was allowed to stir overnight. The reaction was quenched by dropwise addition of the mixture to a rapidly stirred mixture of 2N aqueous NaOH and CH2Cl2. Transferred to a separatory funnel, diluted with water and... The reactants are [BH4-].[Li+] (lithium borohydride), ice, COC(=O)[C@@H]1N(C[C@H](C1)F)C(=O)OC(C)(C)C (4-(S)-fluoropyrrolidine-N1,2-(R)-dicarboxylic acid 1-tert-butyl ester 2-methyl ester). Solvent: C1CCOC1 (THF). The product is C(C)(C)(C)OC(=O)N1[C@H](C[C@@H](C1)F)CO (4-(S)-Fluoro-2-(R)-hydroxymethylpyrrolidine-1-carboxylic acid tert-butyl ester). The yield is 101.1%. RXN SMILES: [BH4-].[Li+].C[O:4][C:5]([C@H:7]1[CH2:11][C@H:10]([F:12])[CH2:9][N:8]1[C:13]([O:15][C:16]([CH3:19])([CH3:18])[CH3:17])=[O:14])=O>C1COCC1>[C:16]([O:15][C:13]([N:8]1[CH2:9][C@@H:10]([F:12])[CH2:11][C@@H:7]1[CH2:5][OH:4])=[O:14])([CH3:19])([CH3:18])[CH3:17] |f:0.1|. Procedure details: Add lithium borohydride (0.43 g, 19.6 mmol) to an ice cold solution of 4-(S)-fluoropyrrolidine-N1,2-(R)-dicarboxylic acid 1-tert-butyl ester 2-methyl ester (3.9 g, 13.08 mmol) in THF (50 mL). Warm to room temperature over 18 h. Cool in ice bath. Slowly add acetic acid (3 mL) and water and extract with ethyl acetate. Wash extract with water, saturated aqueous sodium bicarbonate solution, saturated aqueous sodium chloride, dry (magnesium sulfate), concentrate and purify (silica gel chromatography,... Starting materials: BrC=1C=CC(=C(C1)C=CC(=O)C1=CC=C(C=C1)OC)O (5-Bromo-2-hydroxy-4'-methoxychalcone), [BH4-].[Na+] (sodium borohydride), C(C)(=O)O (acetic acid). Solvent: C(C)O (ethanol). Reaction conditions: time 30 minute. Yields the product BrC=1C=C2CCC(OC2=CC1)C1=CC=C(C=C1)OC (6-Bromo-4'-methoxyflavan). RXN SMILES: [Br:1][C:2]1[CH:3]=[CH:4][C:5]([OH:20])=[C:6]([CH:8]=[CH:9][C:10]([C:12]2[CH:17]=[CH:16][C:15]([O:18][CH3:19])=[CH:14][CH:13]=2)=O)[CH:7]=1.[BH4-].[Na+].C(O)(=O)C>C(O)C>[Br:1][C:2]1[CH:7]=[C:6]2[C:5](=[CH:4][CH:3]=1)[O:20][CH:10]([C:12]1[CH:13]=[CH:14][C:15]([O:18][CH3:19])=[CH:16][CH:17]=1)[CH2:9][CH2:8]2 |f:1.2|. Reported procedure: 5-Bromo-2-hydroxy-4'-methoxychalcone (16.7 g) was suspended in ethanol (200 ml) and sodium borohydride (3.78 g) added in portions. The resulting solution was stirred for 30 min, then allowed to stand overnight. The solvent was evaporated off, and the residue dissolved in chloroform and washed with water. Evaporation of the solvent gave the crude carbinol intermediate which was boiled under reflux with acetic acid for 2 hr. On cooling, 6-bromo-4'-methoxyflavan crystallised out and was filtered of... Reactants: ClCCl, CN(C)CCO, CCOC(C)=O, CC(C)OC(=O)N=NC(=O)OC(C)C, CCOC(=O)c1ccc(O)c(O)c1, c1ccc(P(c2ccccc2)c2ccccc2)cc1. The product is CCOC(=O)c1ccc(OCCN(C)C)c(O)c1. Reaction SMILES: [CH2:53]([Cl:54])[Cl:55].[CH3:14][N:15]([CH2:16][CH2:17][OH:18])[CH3:19].[CH3:56][CH2:57][O:58][C:59](=[O:60])[CH3:61].[O:39]=[C:40]([O:41][CH:42]([CH3:43])[CH3:44])[N:45]=[N:46][C:47]([O:48][CH:49]([CH3:50])[CH3:51])=[O:52].[OH:1][c:2]1[cH:3][c:4]([C:5](=[O:6])[O:7][CH2:8][CH3:9])[cH:10][cH:11][c:12]1[OH:13].[c:20]1([P:21]([c:22]2[cH:23][cH:24][cH:25][cH:26][cH:27]2)[c:28]2[cH:29][cH:30][cH:31][cH:32][cH:33]2)[cH:34][cH:35][cH:36][cH:37][cH:38]1>>[OH:1][c:2]1[cH:3][c:4]([C:5](=[O:6])[O:7][CH2:8][CH3:9])[cH:10][cH:11][c:12]1[O:13][CH2:17][CH2:16][N:15]([CH3:14])[CH3:19]. The reactants are ( 57 ), C(=O)=O (dry ice), [N+](=O)([O-])C=1C=CC(=NC1)NC1=NC(=CC=C1)N (N2-(5-nitropyridin-2-yl)pyridine-2,6-diamine). The reagents and catalysts are [Pd] (Pd/C). Solvent: CO (MeOH). Reaction conditions: time 2 hour. The product is NC=1C=CC(=NC1)NC1=NC(=CC=C1)N (N-(5-amino-pyridin-2-yl)pyridine-2,6-diamine). As a reaction SMILES: [N+:1]([C:4]1[CH:5]=[CH:6][C:7]([NH:10][C:11]2[CH:16]=[CH:15][CH:14]=[C:13]([NH2:17])[N:12]=2)=[N:8][CH:9]=1)([O-])=O.C(=O)=O>[Pd].CO>[NH2:1][C:4]1[CH:5]=[CH:6][C:7]([NH:10][C:11]2[CH:16]=[CH:15][CH:14]=[C:13]([NH2:17])[N:12]=2)=[N:8][CH:9]=1. Reported procedure: 2,6-Diaminopyridine (9.2 mmol, 1.0 g) and 2-fluoro-5-nitropyridine (4.6 mmol, 0.65 g) were dissolved in 6 mL of DMSO. The solution was heated to 80° C. for 18 h. The solution eventually turned dark red. The reaction mixture was cooled to room temperature and purified directly by flash column chromatography (silica, EtOAc:Hexanes=1:3) to give N2-(5-nitropyridin-2-yl)pyridine-2,6-diamine as a reddish crystalline solid (0.21 g, 20% yield): 1H NMR (500 MHz, CDCl3) δ 9.13 (d, 1H, J=3.0 Hz), 8.36 (dd,... Starting materials: NC1=NC2(COC1)c1cc(I)ccc1Oc1ncc(Br)cc12, C#CC(C)(C)C, CC(C)NC(C)C, [Cu]I, CN(C)C=O, c1ccc(P(c2ccccc2)(c2ccccc2)[Pd](P(c2ccccc2)(c2ccccc2)c2ccccc2)(P(c2ccccc2)(c2ccccc2)c2ccccc2)P(c2ccccc2)(c2ccccc2)c2ccccc2)cc1. Yields the product CC(C)(C)C#Cc1ccc2c(c1)C1(COCC(N)=N1)c1cc(Br)cnc1O2. RXN SMILES: [Br:1][c:2]1[cH:3][c:4]2[c:5]([n:6][cH:7]1)[O:8][c:9]1[cH:10][cH:11][c:12]([I:22])[cH:13][c:14]1[C:15]21[CH2:16][O:17][CH2:18][C:19]([NH2:21])=[N:20]1.[CH3:30][C:31]([C:32]#[CH:33])([CH3:34])[CH3:35].[CH:23]([NH:24][CH:25]([CH3:26])[CH3:27])([CH3:28])[CH3:29].[Cu:113][I:114].[O:115]=[CH:116][N:117]([CH3:118])[CH3:119].[cH:36]1[cH:37][cH:38][c:39]([P:40]([Pd:41]([P:42]([c:43]2[cH:44][cH:45][cH:46][cH:47][cH:48]2)([c:49]2[cH:50][cH:51][cH:52][cH:53][cH:54]2)[c:55]2[cH:56][cH:57][cH:58][cH:59][cH:60]2)([P:61]([c:62]2[cH:63][cH:64][cH:65][cH:66][cH:67]2)([c:68]2[cH:69][cH:70][cH:71][cH:72][cH:73]2)[c:74]2[cH:75][cH:76][cH:77][cH:78][cH:79]2)[P:80]([c:81]2[cH:82][cH:83][cH:84][cH:85][cH:86]2)([c:87]2[cH:88][cH:89][cH:90][cH:91][cH:92]2)[c:93]2[cH:94][cH:95][cH:96][cH:97][cH:98]2)([c:99]2[cH:100][cH:101][cH:102][cH:103][cH:104]2)[c:105]2[cH:106][cH:107][cH:108][cH:109][cH:110]2)[cH:111][cH:112]1>>[Br:1][c:2]1[cH:3][c:4]2[c:5]([n:6][cH:7]1)[O:8][c:9]1[cH:10][cH:11][c:12]([C:33]#[C:32][C:31]([CH3:30])([CH3:34])[CH3:35])[cH:13][c:14]1[C:15]21[CH2:16][O:17][CH2:18][C:19]([NH2:21])=[N:20]1. Starting materials: BrB(Br)Br, ClCCl, CCn1cc(C(=O)O)c(=O)c2cc(F)c(-c3ccc(OC)cc3)c(F)c21. Yields the product CCn1cc(C(=O)O)c(=O)c2cc(F)c(-c3ccc(O)cc3)c(F)c21. RXN SMILES: [B:27]([Br:28])([Br:29])[Br:30].[Cl:31][CH2:32][Cl:33].[F:1][c:2]1[cH:3][c:4]2[c:5](=[O:26])[c:6]([C:23](=[O:24])[OH:25])[cH:7][n:8]([CH2:21][CH3:22])[c:9]2[c:10]([F:20])[c:11]1-[c:12]1[cH:13][cH:14][c:15]([O:18][CH3:19])[cH:16][cH:17]1>>[F:1][c:2]1[cH:3][c:4]2[c:5](=[O:26])[c:6]([C:23](=[O:24])[OH:25])[cH:7][n:8]([CH2:21][CH3:22])[c:9]2[c:10]([F:20])[c:11]1-[c:12]1[cH:13][cH:14][c:15]([OH:18])[cH:16][cH:17]1. Starting materials: [Br-], CON(C)C(=O)c1ccc(Cn2c(C(C)=O)c(-c3ccccc3)c3cc(Br)ccc3c2=O)cc1, C[Mg+], [Cl-], [NH4+], C1CCOC1. Yields the product CC(=O)c1ccc(Cn2c(C(C)=O)c(-c3ccccc3)c3cc(Br)ccc3c2=O)cc1. As a reaction SMILES: [Br-:35].[C:1]([CH3:2])(=[O:3])[c:4]1[n:5]([CH2:22][c:23]2[cH:24][cH:25][c:26]([C:27](=[O:28])[N:29]([O:30][CH3:31])[CH3:32])[cH:33][cH:34]2)[c:6](=[O:21])[c:7]2[cH:8][cH:9][c:10]([Br:20])[cH:11][c:12]2[c:13]1-[c:14]1[cH:15][cH:16][cH:17][cH:18][cH:19]1.[CH3:36][Mg+:37].[Cl-:38].[NH4+:39].[O:40]1[CH2:41][CH2:42][CH2:43][CH2:44]1>>[C:1]([CH3:2])(=[O:3])[c:4]1[n:5]([CH2:22][c:23]2[cH:24][cH:25][c:26]([C:27](=[O:28])[CH3:36])[cH:33][cH:34]2)[c:6](=[O:21])[c:7]2[cH:8][cH:9][c:10]([Br:20])[cH:11][c:12]2[c:13]1-[c:14]1[cH:15][cH:16][cH:17][cH:18][cH:19]1. The reactants are C1CNCCN1, C1CCC2=NCCCN2CC1, Cc1ccc2onc(Cl)c2c1, O. Yields the product Cc1ccc2onc(N3CCNCC3)c2c1. Reaction SMILES: [CH2:12]1[CH2:13][NH:14][CH2:15][CH2:16][NH:17]1.[CH2:18]1[CH2:19][CH2:20][C:21]2=[N:26][CH2:25][CH2:24][CH2:23][N:22]2[CH2:27][CH2:28]1.[Cl:1][c:2]1[n:3][o:4][c:5]2[c:6]1[cH:7][c:8]([CH3:11])[cH:9][cH:10]2.[OH2:29]>>[c:2]1([N:14]2[CH2:13][CH2:12][NH:17][CH2:16][CH2:15]2)[n:3][o:4][c:5]2[c:6]1[cH:7][c:8]([CH3:11])[cH:9][cH:10]2.